This data is from the Open Reaction Database (ORD), a public repository of structured organic reaction records. The task is: describe an organic reaction: reactants, conditions, products, and yield Reactants: FC1=C(OC=2C(=NC(=NC2)S(=O)(=O)C)C=2C=C(C(N(C2)C)=O)C)C=CC(=C1)F (5-[5-(2,4-difluorophenoxy)-2-methylsulfonylpyrimidin-4-yl]-1,3-dimethylpyridin-2-one), CS(=O)(=O)N (MeSO2NH2). Product: FC1=C(OC=2C(=NC(=NC2)NS(=O)(=O)C)C2=CN(C(C(=C2)C)=O)C)C=CC(=C1)F (N-[5-(2,4-difluorophenoxy)-4-(1,5-dimethyl-6-oxopyridin-3-yl)pyrimidin-2-yl]methanesulfonamide). Reaction SMILES: [F:1][C:2]1[CH:27]=[C:26]([F:28])[CH:25]=[CH:24][C:3]=1[O:4][C:5]1[C:6]([C:15]2[CH:16]=[C:17]([CH3:23])[C:18](=[O:22])[N:19]([CH3:21])[CH:20]=2)=[N:7][C:8](S(C)(=O)=O)=[N:9][CH:10]=1.[CH3:29][S:30]([NH2:33])(=[O:32])=[O:31]>>[F:1][C:2]1[CH:27]=[C:26]([F:28])[CH:25]=[CH:24][C:3]=1[O:4][C:5]1[C:6]([C:15]2[CH:16]=[C:17]([CH3:23])[C:18](=[O:22])[N:19]([CH3:21])[CH:20]=2)=[N:7][C:8]([NH:33][S:30]([CH3:29])(=[O:32])=[O:31])=[N:9][CH:10]=1. Reported procedure: The title compound of Example 149, step 4 was treated with MeSO2NH2 in a manner similar to Example 152, step 6 to give the title compound. 1H NMR (CDCl3, 400 MHz) δ 8.42 (s, 1H), 8.36 (s, 1H), 8.10-8.12 (m, 2H), 6.98-7.05 (m, 2H), 6.87-6.92 (m, 1H), 3.64 (s, 3H), 3.45 (s, 3H), 2.22 (s, 3H). LCMS: 423.0 (M+1)+ The reactants are COc1cccc2c(CCBr)coc12, N#C[Na]. The product is COc1cccc2c(CCC#N)coc12. As a reaction SMILES: [Br:1][CH2:2][CH2:3][c:4]1[cH:5][o:6][c:7]2[c:8]1[cH:9][cH:10][cH:11][c:12]2[O:13][CH3:14].[Na:15][C:16]#[N:17]>>[CH2:2]([CH2:3][c:4]1[cH:5][o:6][c:7]2[c:8]1[cH:9][cH:10][cH:11][c:12]2[O:13][CH3:14])[C:16]#[N:17]. Reactants: CCO, CCOC(=O)CCNC(=O)c1ccc(NC(c2sc3ccncc3c2C)C2CCCCC2)cc1, [Na+], C1CCOC1, [OH-]. Product: Cc1c(C(Nc2ccc(C(=O)NCCC(=O)O)cc2)C2CCCCC2)sc2ccncc12. Reaction SMILES: [CH3:42][CH2:43][OH:44].[CH:1]1([CH:7]([c:8]2[c:9]([CH3:17])[c:10]3[cH:11][n:12][cH:13][cH:14][c:15]3[s:16]2)[NH:18][c:19]2[cH:20][cH:21][c:22]([C:25](=[O:26])[NH:27][CH2:28][CH2:29][C:30](=[O:31])[O:32][CH2:33][CH3:34])[cH:23][cH:24]2)[CH2:2][CH2:3][CH2:4][CH2:5][CH2:6]1.[Na+:41].[O:35]1[CH2:36][CH2:37][CH2:38][CH2:39]1.[OH-:40]>>[CH:1]1([CH:7]([c:8]2[c:9]([CH3:17])[c:10]3[cH:11][n:12][cH:13][cH:14][c:15]3[s:16]2)[NH:18][c:19]2[cH:20][cH:21][c:22]([C:25](=[O:26])[NH:27][CH2:28][CH2:29][C:30](=[O:31])[OH:32])[cH:23][cH:24]2)[CH2:2][CH2:3][CH2:4][CH2:5][CH2:6]1. Reactants: CI, CO, NC(=S)NC(c1ccccc1)c1ccc(Cl)cc1. The product is CSC(=N)NC(c1ccccc1)c1ccc(Cl)cc1, I. As a reaction SMILES: [CH3:19][I:20].[CH3:21][OH:22].[Cl:1][c:2]1[cH:3][cH:4][c:5]([CH:6]([c:7]2[cH:8][cH:9][cH:10][cH:11][cH:12]2)[NH:13][C:14](=[S:15])[NH2:16])[cH:17][cH:18]1>>[Cl:1][c:2]1[cH:3][cH:4][c:5]([CH:6]([c:7]2[cH:8][cH:9][cH:10][cH:11][cH:12]2)[NH:13][C:14]([S:15][CH3:19])=[NH:16])[cH:17][cH:18]1.[IH:20]. Reactants: C(=O)(OCC1C2=CC=CC=C2C2=CC=CC=C12)N[C@@H](CO)C(=O)O (N-Fmoc-L-serine), ClC(C(OC(C)(C)C)=N)(Cl)Cl (t-butyl 2,2,2-trichloroacetimidate). The solvent is CCOC(=O)C (EtOAc), C1CCCCC1 (cyclohexane). Run at time 24 hour. Yields the product C1=CC=CC=2C3=CC=CC=C3C(C12)COC(=O)NC(C(=O)OC(C)(C)C)CO (tert-butyl 2-(((9H-fluoren-9-yl)methoxy)carbonylamino)-3-hydroxypropanoate). The yield is 68.3%. As a reaction SMILES: [C:1]([NH:18][C@H:19]([C:22]([OH:24])=[O:23])[CH2:20][OH:21])([O:3][CH2:4][CH:5]1[C:17]2[C:12](=[CH:13][CH:14]=[CH:15][CH:16]=2)[C:11]2[C:6]1=[CH:7][CH:8]=[CH:9][CH:10]=2)=[O:2].ClC(Cl)(Cl)C(=N)O[C:29]([CH3:32])([CH3:31])[CH3:30]>CCOC(C)=O.C1CCCCC1>[CH:7]1[C:6]2[CH:5]([CH2:4][O:3][C:1]([NH:18][CH:19]([CH2:20][OH:21])[C:22]([O:24][C:29]([CH3:32])([CH3:31])[CH3:30])=[O:23])=[O:2])[C:17]3[C:12](=[CH:13][CH:14]=[CH:15][CH:16]=3)[C:11]=2[CH:10]=[CH:9][CH:8]=1. Reported procedure: To a solution of commercial N-Fmoc-L-serine (1.5 g, 4.58 mmol) in EtOAc (40 ml), a solution of t-butyl 2,2,2-trichloroacetimidate (4.00 g, 18.32 mmol) in cyclohexane (18 ml) was added dropwise. After stirring at room temperature for 24 hrs, the solution was evaporated and the residue was purified by flash chromatography (n-Hexane/EtOAc 70:3), yielding the title compound (1.20 g, 68%). Starting materials: CCCC[N+](CCCC)(CCCC)CCCC, C1CCOC1, [F-], CCOCC(CO[Si](C)(C)C(C)(C)C)Oc1cc(NS(=O)(=O)N2CCC2)nc(SCc2cccc(F)c2F)n1, O. The product is CCOCC(CO)Oc1cc(NS(=O)(=O)N2CCC2)nc(SCc2cccc(F)c2F)n1. Reaction SMILES: [CH2:41]([N+:42]([CH2:43][CH2:44][CH2:45][CH3:46])([CH2:47][CH2:48][CH2:49][CH3:50])[CH2:51][CH2:52][CH2:53][CH3:54])[CH2:55][CH2:56][CH3:57].[CH2:58]1[O:59][CH2:60][CH2:61][CH2:62]1.[F-:40].[F:1][c:2]1[c:3]([CH2:9][S:10][c:11]2[n:12][c:13]([O:25][CH:26]([CH2:27][O:28][Si:29]([C:30]([CH3:31])([CH3:32])[CH3:33])([CH3:34])[CH3:35])[CH2:36][O:37][CH2:38][CH3:39])[cH:14][c:15]([NH:17][S:18](=[O:19])(=[O:20])[N:21]3[CH2:22][CH2:23][CH2:24]3)[n:16]2)[cH:4][cH:5][cH:6][c:7]1[F:8].[OH2:63]>>[F:1][c:2]1[c:3]([CH2:9][S:10][c:11]2[n:12][c:13]([O:25][CH:26]([CH2:27][OH:28])[CH2:36][O:37][CH2:38][CH3:39])[cH:14][c:15]([NH:17][S:18](=[O:19])(=[O:20])[N:21]3[CH2:22][CH2:23][CH2:24]3)[n:16]2)[cH:4][cH:5][cH:6][c:7]1[F:8].